describe an organic reaction: reactants, conditions, products, and yield From a dataset of the Open Reaction Database (ORD), a public repository of structured organic reaction records. The reactants are C1(=CC=CC=C1)NC(=O)OC1=C(S(C(=C1O)C1=CC=CC=C1)(=O)=O)C1=CC=CC=C1 (3-(phenylcarbamyloxy)-4-hydroxy-2,5-diphenylthiophene-1,1-dioxide). Solvent: ClC1=C(C=CC=C1)Cl (o-dichlorobenzene). Yields the product C1(=CC=CC=C1)N=C=O (phenyl isocyanate). RXN SMILES: [C:1]1([NH:7][C:8](OC2C(O)=C(C3C=CC=CC=3)S(=O)(=O)C=2C2C=CC=CC=2)=[O:9])[CH:6]=[CH:5][CH:4]=[CH:3][CH:2]=1>ClC1C=CC=CC=1Cl>[C:1]1([N:7]=[C:8]=[O:9])[CH:6]=[CH:5][CH:4]=[CH:3][CH:2]=1. Procedure details: 2.1 g of 3-(phenylcarbamyloxy)-4-hydroxy-2,5-diphenylthiophene-1,1-dioxide in 50 ml of o-dichlorobenzene are heated at 150° C. for 2 hours. The phenyl isocyanate formed is then distilled off under reduced pressure produced by a water pump. Starting materials: [BH4-], CCOC(=O)COc1c(C)cc(Br)cc1C, CCO, [Na+], C1CCOC1, O. Product: Cc1cc(Br)cc(C)c1OCCO. As a reaction SMILES: [BH4-:1].[Br:3][c:4]1[cH:5][c:6]([CH3:18])[c:7]([O:8][CH2:9][C:10](=[O:11])[O:12][CH2:13][CH3:14])[c:15]([CH3:17])[cH:16]1.[CH3:24][CH2:25][OH:26].[Na+:2].[O:19]1[CH2:20][CH2:21][CH2:22][CH2:23]1.[OH2:27]>>[Br:3][c:4]1[cH:5][c:6]([CH3:18])[c:7]([O:8][CH2:9][CH2:10][OH:11])[c:15]([CH3:17])[cH:16]1. Reactants: ClC=1C(=NC(=CC1Cl)Cl)C(=O)OC (methyl 3,4,6-Trichloropicolinate), [OH-].[Na+] (NaOH). Run in CO (methanol). Run at time 1 hour. Yields the product ClC=1C(=NC(=CC1Cl)Cl)C(=O)O (3,4,6-Trichloropyridine-2-carboxylic Acid). Isolated yield 93.1%. RXN SMILES: [Cl:1][C:2]1[C:3]([C:10]([O:12]C)=[O:11])=[N:4][C:5]([Cl:9])=[CH:6][C:7]=1[Cl:8].[OH-].[Na+]>CO>[Cl:1][C:2]1[C:3]([C:10]([OH:12])=[O:11])=[N:4][C:5]([Cl:9])=[CH:6][C:7]=1[Cl:8] |f:1.2|. Reported procedure: To methyl 3,4,6-Trichloropicolinate (3.57 g, 14.85 mmol) in 20 mL of methanol was added 1N NaOH (14.85 mL, 14.85 mmol). The reaction mixture was stirred at room temperature for 1 hr and then concentrated to dryness in vacuo. 100 mL each of diethyl ether and H2O were added. Aqueous layer was acidified with 1N HCl until pH=2. Methylene chloride was added and the aqueous phase was extracted with additional CH2Cl2 (2×100 mL). The combined extracts were dried (MgSO4) and concentrated to give 3.13 g o... Reactants: C(C1=CC=CC=C1)O[C@@H]1[C@@]2(CO[C@]([C@@H]([C@H]1OCC1=CC=CC=C1)OCC1=CC=CC=C1)(O2)C2=CC(=C(C=C2)Cl)CC2=CC=C(C=C2)OC(F)(F)F)C(C)O (1-[(1R,2S,3S,4R,5S)-2,3,4-tribenzyloxy-5-[4-chloro-3-[[4-(trifluoromethoxy) phenyl]methyl]phenyl]-6,8-dioxabicyclo[3.2.1]octan-1-yl]ethanol), ClC1=C(C=CC=C1)Cl (o-dichlorobenzene). Reagents/catalysts: [Pd] (Pd/C). Run in CO.O1CCCC1 (methanol tetrahydrofuran). Run at time 2 hour. Product: ClC1=C(C=C(C=C1)[C@]12[C@@H]([C@H]([C@@H]([C@](CO1)(O2)C(C)O)O)O)O)CC2=CC=C(C=C2)OC(F)(F)F ((1R,2S,3S,4R,5S)-5-[4-chloro-3-[[4-(trifluoromethoxy)phenyl]methyl]phenyl]-1-(1-hydroxyethyl)-6,8-dioxabicyclo[3.2.1]octane-2,3,4-triol). Isolated yield 28.2%. Reaction SMILES: C([O:8][C@H:9]1[C@H:15]([O:16]CC2C=CC=CC=2)[C@@H:14]([O:24]CC2C=CC=CC=2)[C@:13]2([C:33]3[CH:38]=[CH:37][C:36]([Cl:39])=[C:35]([CH2:40][C:41]4[CH:46]=[CH:45][C:44]([O:47][C:48]([F:51])([F:50])[F:49])=[CH:43][CH:42]=4)[CH:34]=3)[O:32][C@@:10]1([CH:52]([OH:54])[CH3:53])[CH2:11][O:12]2)C1C=CC=CC=1.ClC1C=CC=CC=1Cl>[Pd].CO.O1CCCC1>[Cl:39][C:36]1[CH:37]=[CH:38][C:33]([C@@:13]23[O:32][C@@:10]([CH:52]([OH:54])[CH3:53])([CH2:11][O:12]2)[C@@H:9]([OH:8])[C@H:15]([OH:16])[C@H:14]3[OH:24])=[CH:34][C:35]=1[CH2:40][C:41]1[CH:46]=[CH:45][C:44]([O:47][C:48]([F:50])([F:49])[F:51])=[CH:43][CH:42]=1 |f:3.4|. Procedure: To a solution of 1-[(1R,2S,3S,4R,5S)-2,3,4-tribenzyloxy-5-[4-chloro-3-[4-[4-(trifluoromethoxy) phenyl]methyl]phenyl]-6,8-dioxabicyclo[3.2.1]octan-1-yl]ethanol 15q (102 mg, 0.13 mmol) in a methanol/tetrahydrofuran mixture (v/v=4/1, 10 mL) were added o-dichlorobenzene (95 mg, 0.65 mmol) and 10% Pd/C (41 mg, 0.39 mmol) at room temperature. The mixture was stirred under H2 at room temperature for 2 hours and filtered. The filtrate was concentrated in vacuo and the residue was purified by silica gel ... The solvent is C(Cl)Cl (DCM). Reactants: O=S(Cl)Cl (SOCl2), BrC=1C(=CC=C2C=NN(C12)C1=CC=C(C=C1)F)OCCC(=O)O (3-((7-bromo-1-(4 fluorophenyl)-1H-indazol-6-yl)oxy)propanoic acid), [Cl-].[Al+3].[Cl-].[Cl-] (aluminum chloride), ice, O=S(Cl)Cl (SOCl2), ice water. Yield: 82.2%. RXN SMILES: O=S(Cl)Cl.[Br:5][C:6]1[C:7]([O:22][CH2:23][CH2:24][C:25]([OH:27])=O)=[CH:8][CH:9]=[C:10]2[C:14]=1[N:13]([C:15]1[CH:20]=[CH:19][C:18]([F:21])=[CH:17][CH:16]=1)[N:12]=[CH:11]2.[Cl-].[Al+3].[Cl-].[Cl-]>C(Cl)Cl>[Br:5][C:6]1[C:7]2[O:22][CH2:23][CH2:24][C:25](=[O:27])[C:8]=2[CH:9]=[C:10]2[C:14]=1[N:13]([C:15]1[CH:20]=[CH:19][C:18]([F:21])=[CH:17][CH:16]=1)[N:12]=[CH:11]2 |f:2.3.4.5|. Product: BrC=1C2=C(C=C3C=NN(C13)C1=CC=C(C=C1)F)C(CCO2)=O (9-bromo-1-(4-fluorophenyl)-6,7-dihydropyrano[3,2-f]indazol-5(1H)-one). Conditions: temperature 0 celsius, time 10 minute. Procedure details: SOCl2 (4.25 mL, 58.3 mmol) was added dropwise to a slurry of 3-((7-bromo-1-(4-fluorophenyl)-1H-indazol-6-yl)oxy)propanoic acid (98, R1=4-Fluorophenyl) (17.0 g, 44.8 mmol) and DCM (500 mL) under a nitrogen atmosphere at about 0° C. After about 10 min, the ice bath was removed. After about 1 h, SOCl2 (1.00 mL, 13.7 mmol) was added dropwise. After about 3 h, the solution was cooled to 0° C. and then aluminum chloride (18.0 g, 135 mmol) was added in three portions over about 15 min. The ice bath was...